This data is from the Open Reaction Database (ORD), a public repository of structured organic reaction records. The task is: describe an organic reaction: reactants, conditions, products, and yield Starting materials: C1(=CC=CC=C1)C1(CCCCCC1)N1CCC(CC1)N1C=NC2=C1C=CC=C2 (1-[1-(1-phenylcycloheptyl)-4-piperidinyl]-1H-benzimidazole), [Li]CCCC (n-BuLi), C(#N)C(=O)OC (methyl cyanoformate). Run in C1CCOC1 (THF), CN(C)P(=O)(N(C)C)N(C)C (HMPA). Run at temperature -78 celsius, time 1 hour. The product is C1(=CC=CC=C1)C1(CCCCCC1)N1CCC(CC1)N1C(=NC2=C1C=CC=C2)C(=O)OC (Methyl 1-[1-(1-Phenylcycloheptyl)-4-piperidinyl]-1H-benzimidazole-2-carboxylate). The yield is 17.0%. RXN SMILES: [C:1]1([C:7]2([N:14]3[CH2:19][CH2:18][CH:17]([N:20]4[C:24]5[CH:25]=[CH:26][CH:27]=[CH:28][C:23]=5[N:22]=[CH:21]4)[CH2:16][CH2:15]3)[CH2:13][CH2:12][CH2:11][CH2:10][CH2:9][CH2:8]2)[CH:6]=[CH:5][CH:4]=[CH:3][CH:2]=1.[Li]CCCC.C([C:36]([O:38][CH3:39])=[O:37])#N>C1COCC1.CN(P(N(C)C)(N(C)C)=O)C>[C:1]1([C:7]2([N:14]3[CH2:15][CH2:16][CH:17]([N:20]4[C:24]5[CH:25]=[CH:26][CH:27]=[CH:28][C:23]=5[N:22]=[C:21]4[C:36]([O:38][CH3:39])=[O:37])[CH2:18][CH2:19]3)[CH2:8][CH2:9][CH2:10][CH2:11][CH2:12][CH2:13]2)[CH:2]=[CH:3][CH:4]=[CH:5][CH:6]=1. Procedure: To a stirred solution of 1-[1-(1-phenylcycloheptyl)-4-piperidinyl]-1H-benzimidazole (as prepared in WO 00/008013, 7.828 g, 20.957 mmol) in THF (200 ml) and HMPA (70 ml) was added dropwise a solution of n-BuLi (1.54 M solution in hexane, 20.4 ml, 31.435 mmol) at −78° C. After 1 hour stirring at −78° C., methyl cyanoformate was added to the reaction mixture at −78° C. After 2 hours stirring, the reaction mixture was quenched with NH4Cl solution and warmed to room temperature. The reaction mixture ... Reactants: C1(C(OB(O1)B1OC(C(O1)(C)C)(C)C)(C)C)(C)C, C1(C(OBO1)(C)C)(C)C, c1(c(ccc(c1)Cl)Cl)C(OC)=O. The reagents and catalysts are c1ccc(cc1)-c2c3ccccc3cc4ccccc24 (9-Phenylanthracene), c1(CNCCNCc2ccccc2)ccccc1 ((HNBz)EtDiamine), [Ir-]12[Ir-]([O+]1C)[O+]2C.C1=CCCC=CCC1.C1=CCCC=CCC1 ([Ir(OMe)(COD)]2). Run in COC1CCCC1 (Cyclopentylmethylether). Reaction conditions: temperature 25 celsius, time 18 hour. Yields the product COC(=O)c1cc(Cl)cc(B2OC(C)(C)C(C)(C)O2)c1Cl. As a reaction SMILES: CC1(C(C)(C)OBO1)C.[CH3:1][C:2]1([C:7]([CH3:9])([CH3:8])[O:6][B:5](B2OC(C)(C)C(C)(C)O2)[O:4]1)[CH3:3].[CH3:10][O:11][C:12]([c:14]1[c:20]([Cl:21])[cH:19][cH:18][c:16]([Cl:17])[cH:15]1)=[O:13]>>[CH3:10][O:11][C:12]([c:14]1[c:20]([Cl:21])[c:19]([B:5]2[O:6][C:7]([CH3:9])([CH3:8])[C:2]([CH3:3])([CH3:1])[O:4]2)[cH:18][c:16]([Cl:17])[cH:15]1)=[O:13]. The reactants are C(=O)(OC(C)(C)C)N[C@@H](CC1=CC=CC=C1)[C@@H]1C[C@H](C(O1)=O)CC1=C(C=CC=C1)F (5(S)-[1(S)-(Boc-amino)-2-phenylethyl]-3(R)-(o-fluorophenylmethyl)-dihydrofuran-2-(3H)-one), [OH-].[Li+] (lithium hydroxide), [Cl-].[NH4+] (ammonium chloride), C(CC(O)(C(=O)O)CC(=O)O)(=O)O (citric acid). Solvent: C(OC)COC (dimethoxyethane). Yields the product C(=O)(OC(C)(C)C)N[C@H]([C@H](C[C@H](C(=O)O)CC1=C(C=CC=C1)F)O)CC1=CC=CC=C1 (5(S)-(Boc-amino)-4(S)-hydroxy-6-phenyl-2(R)-(o-fluorophenylmethyl)-hexanoic acid). As a reaction SMILES: [C:1]([NH:8][C@H:9]([C@H:17]1[O:21][C:20](=[O:22])[C@H:19]([CH2:23][C:24]2[CH:29]=[CH:28][CH:27]=[CH:26][C:25]=2[F:30])[CH2:18]1)[CH2:10][C:11]1[CH:16]=[CH:15][CH:14]=[CH:13][CH:12]=1)([O:3][C:4]([CH3:7])([CH3:6])[CH3:5])=[O:2].[OH-].[Li+].[Cl-].[NH4+].C(O)(=O)CC(CC(O)=O)(C(O)=O)[OH:38]>C(COC)OC>[C:1]([NH:8][C@@H:9]([CH2:10][C:11]1[CH:12]=[CH:13][CH:14]=[CH:15][CH:16]=1)[C@@H:17]([OH:21])[CH2:18][C@@H:19]([CH2:23][C:24]1[CH:29]=[CH:28][CH:27]=[CH:26][C:25]=1[F:30])[C:20]([OH:38])=[O:22])([O:3][C:4]([CH3:7])([CH3:5])[CH3:6])=[O:2] |f:1.2,3.4|. Procedure details: Analogously to Example 1i), 4.5 g (10.8 mmol) of 5(S)-[1(S)-(Boc-amino)-2-phenylethyl]-3(R)-(o-fluorophenylmethyl)-dihydrofuran-2-(3H)-one in 170 ml of dimethoxyethane are hydrolysed with 43.5 ml of 1M lithium hydroxide solution. The evaporation residue of the reaction mixture is poured onto a mixture of ice, 120 ml of sat. ammonium chloride solution and 240 ml of 10% citric acid solution, and extracted with 3 portions of methylene chloride. The organic phases are washed with water and brine, dr... Reactants: NCC1CC1, O=[N+]([O-])c1cc(S(=O)(=O)c2ccccc2)ccc1Cl. Product: O=[N+]([O-])c1cc(S(=O)(=O)c2ccccc2)ccc1NCC1CC1. Reaction SMILES: [CH:20]1([CH2:23][NH2:24])[CH2:21][CH2:22]1.[Cl:1][c:2]1[c:3]([N+:17](=[O:18])[O-:19])[cH:4][c:5]([S:8](=[O:9])(=[O:10])[c:11]2[cH:12][cH:13][cH:14][cH:15][cH:16]2)[cH:6][cH:7]1>>[c:2]1([NH:24][CH2:23][CH:20]2[CH2:21][CH2:22]2)[c:3]([N+:17](=[O:18])[O-:19])[cH:4][c:5]([S:8](=[O:9])(=[O:10])[c:11]2[cH:12][cH:13][cH:14][cH:15][cH:16]2)[cH:6][cH:7]1. RXN SMILES: [CH3:1][CH:2]([NH:4]CCC1C=CC(O)=CC=1)[CH3:3].Br[CH2:15][CH2:16][CH2:17][C:18]1[CH:23]=[CH:22][C:21]([OH:24])=[CH:20][CH:19]=1.C(N)(C)C>>[CH3:1][CH:2]([NH:4][CH2:15][CH2:16][CH2:17][C:18]1[CH:23]=[CH:22][C:21]([OH:24])=[CH:20][CH:19]=1)[CH3:3]. Reactants: CC(C)NCCC1=CC=C(C=C1)O (4-[2-(1-methylethyl)aminoethyl]phenol), BrCCCC1=CC=C(C=C1)O (4-(3-bromopropyl)phenol), C(C)(C)N (isopropylamine). The yield is 97.9%. Procedure details: Under the conditions outlined above for the preparation of 4-[2-(1-methylethyl)aminoethyl]phenol, 4-(3-bromopropyl)phenol was reacted with isopropylamine. The crude product was distilled in a Kugelrohr apparatus (150°; 1 mm) and the distillate was crystallized from ether to give 4-[3-(1-methylethyl)aminopropyl]phenol (97.9% pure by gas chromatography). The product is CC(C)NCCCC1=CC=C(C=C1)O (4-[3-(1-methylethyl)aminopropyl]phenol). The reactants are BrCCCCCCCCCCCO (11-bromoundecane-1-ol), COC(=O)C=1C=CC(=CC1)O (methyl p-hydroxybenzoate), C([O-])([O-])=O.[K+].[K+] (potassium carbonate). The solvent is CC(CC)=O (2-butanone). Product: OCCCCCCCCCCCOC1=CC=C(C(=O)OC)C=C1 (methyl p-(11-hydroxyundecyloxy)benzoate). Isolated yield 86.4%. As a reaction SMILES: Br[CH2:2][CH2:3][CH2:4][CH2:5][CH2:6][CH2:7][CH2:8][CH2:9][CH2:10][CH2:11][CH2:12][OH:13].[CH3:14][O:15][C:16]([C:18]1[CH:19]=[CH:20][C:21]([OH:24])=[CH:22][CH:23]=1)=[O:17].C(=O)([O-])[O-].[K+].[K+]>CC(=O)CC>[OH:13][CH2:12][CH2:11][CH2:10][CH2:9][CH2:8][CH2:7][CH2:6][CH2:5][CH2:4][CH2:3][CH2:2][O:24][C:21]1[CH:22]=[CH:23][C:18]([C:16]([O:15][CH3:14])=[O:17])=[CH:19][CH:20]=1 |f:2.3.4|. Procedure details: With 100 ml of 2-butanone were mixed 20.0 g (79.6 mmol) of 11-bromoundecane-1-ol, 11.0 g (72.5 mmol) of methyl p-hydroxybenzoate, and 10.0 g (72.4 mmol) of potassium carbonate. The whole was refluxed for 48 hours. Upon cooling the reaction mixture to room temperature, a large amount of precipitate appeared. The precipitate was collected by filtration under washing with hexane and dried to obtain 20.2 g of methyl p-(11-hydroxyundecyloxy)benzoate (1) (yield: 86.7%). Starting materials: OC(c1cccc(Br)c1)c1cnc(Cl)nc1Cl, CC1(C)CCCC(C)(C)N1O, [O-]Cl, ClCCl, [Na+], [Na+], O=C([O-])O, O. The product is O=C(c1cccc(Br)c1)c1cnc(Cl)nc1Cl. Reaction SMILES: [Br:1][c:2]1[cH:3][c:4]([CH:8]([OH:9])[c:10]2[c:11]([Cl:17])[n:12][c:13]([Cl:16])[n:14][cH:15]2)[cH:5][cH:6][cH:7]1.[CH3:23][C:24]1([CH3:33])[N:25]([O:26])[C:27]([CH3:28])([CH3:29])[CH2:30][CH2:31][CH2:32]1.[Cl:34][O-:35].[Cl:37][CH2:38][Cl:39].[Na+:22].[Na+:36].[O-:18][C:19]([OH:20])=[O:21].[OH2:40]>>[Br:1][c:2]1[cH:3][c:4]([C:8](=[O:9])[c:10]2[c:11]([Cl:17])[n:12][c:13]([Cl:16])[n:14][cH:15]2)[cH:5][cH:6][cH:7]1.